This data is from the Open Reaction Database (ORD), a public repository of structured organic reaction records. The task is: describe an organic reaction: reactants, conditions, products, and yield Starting materials: C=CC(=O)OC, O=C([O-])[O-], CCOC(C)=O, [Cs+], [Cs+], C1COCCO1, CSc1nc(N)nc(-c2ccco2)c1I. Product: COC(=O)C=Cc1c(SC)nc(N)nc1-c1ccco1. Reaction SMILES: [C:16]([CH:17]=[CH2:18])(=[O:19])[O:20][CH3:21].[C:22](=[O:23])([O-:24])[O-:25].[CH3:34][CH2:35][O:36][C:37](=[O:38])[CH3:39].[Cs+:26].[Cs+:27].[O:28]1[CH2:29][CH2:30][O:31][CH2:32][CH2:33]1.[o:1]1[c:2](-[c:6]2[n:7][c:8]([NH2:15])[n:9][c:10]([S:13][CH3:14])[c:11]2[I:12])[cH:3][cH:4][cH:5]1>>[o:1]1[c:2](-[c:6]2[n:7][c:8]([NH2:15])[n:9][c:10]([S:13][CH3:14])[c:11]2[CH:18]=[CH:17][C:16](=[O:19])[O:20][CH3:21])[cH:3][cH:4][cH:5]1.